This data is from the Open Reaction Database (ORD), a public repository of structured organic reaction records. The task is: describe an organic reaction: reactants, conditions, products, and yield Starting materials: COc1cc(C(=O)NC2CCN(C)C2)ccc1[N+](=O)[O-], CN(C)CCCN. The product is COc1cc(C(=O)NCCCN(C)C)ccc1[N+](=O)[O-]. RXN SMILES: [CH3:1][O:2][c:3]1[cH:4][c:5]([C:6](=[O:7])[NH:8][CH:9]2[CH2:10][N:11]([CH3:14])[CH2:12][CH2:13]2)[cH:15][cH:16][c:17]1[N+:18](=[O:19])[O-:20].[CH3:21][N:22]([CH3:23])[CH2:24][CH2:25][CH2:26][NH2:27]>>[CH3:1][O:2][c:3]1[cH:4][c:5]([C:6](=[O:7])[NH:8][CH2:9][CH2:13][CH2:12][N:11]([CH3:10])[CH3:14])[cH:15][cH:16][c:17]1[N+:18](=[O:19])[O-:20]. Starting materials: Xylenes, S(=O)(=O)(C1=CC=C(C)C=C1)C1=CC=C(C=2C(C3=CC=CC=C3C(C12)=O)=O)S(=O)(=O)C1=CC=C(C)C=C1 (1,4-ditosylanthraquinone), C(C)(C)N (isopropyl amine), ( ε6660 ), M-C7H7SO2. Yields the product C(C)(C)NC1=CC=C(C=2C(C3=CC=CC=C3C(C12)=O)=O)S(=O)(=O)C1=CC=C(C)C=C1 (1-(isopropylamino)-4-tosylanthraquinone). Isolated yield 76.0%. As a reaction SMILES: S([C:11]1[C:24]2[C:23](=[O:25])[C:22]3[C:17](=[CH:18][CH:19]=[CH:20][CH:21]=3)[C:16](=[O:26])[C:15]=2[C:14]([S:27]([C:30]2[CH:36]=[CH:35][C:33]([CH3:34])=[CH:32][CH:31]=2)(=[O:29])=[O:28])=[CH:13][CH:12]=1)(C1C=CC(C)=CC=1)(=O)=O.[CH:37]([NH2:40])([CH3:39])[CH3:38]>>[CH:37]([NH:40][C:11]1[C:24]2[C:23](=[O:25])[C:22]3[C:17](=[CH:18][CH:19]=[CH:20][CH:21]=3)[C:16](=[O:26])[C:15]=2[C:14]([S:27]([C:30]2[CH:36]=[CH:35][C:33]([CH3:34])=[CH:32][CH:31]=2)(=[O:28])=[O:29])=[CH:13][CH:12]=1)([CH3:39])[CH3:38]. Procedure details: 1-(isopropylamino)-4-tosylanthraquinone was prepared by reaction of 1,4-ditosylanthraquinone with isopropyl amine. The isolated and purified reaction product has the structure illustrated below (where "Ts" is ##STR9## The yield was 76% and the m.p. 164°-165.5° C.; mass spec m/e 435 (M+), 420 (M-CH3), 280 (M-C7H7SO2), 238(280-C3H7 +H), 210 (238-CO), 182 (210-CO), 155 (C7H7SO2), 91 (C7H7); 1H-NMR (CD2Cl2)δ9.97 (br s, 1H), 8.19-8.10 (m, 2H), 7.85-7.67 (m, 4H), 7.27-6.97 (m, 4H), 4.02-3.68 (m, 1H), ... Reactants: C(C)(C)(C)OC(NCC1=CC=C(C=C1)C1=CN=C2N1C=CC(=C2)Cl)=O ([4-(7-chloro-imidazo[1,2-a]pyridin-3-yl)-benzyl]-carbamic acid tert-butyl ester), COC=1C=CC=C(C1C=2C=CC=CC2P(C3CCCCC3)C4CCCCC4)OC (S-phos), FC1=NC=C(C=C1)B(O)O (2-fluoro-5-pyridine boronic acid), [O-]P(=O)([O-])[O-].[K+].[K+].[K+] (K3PO4). The reagents and catalysts are CC(=O)[O-].CC(=O)[O-].[Pd+2] (Pd(OAc)2). The solvent is O1CCOCC1.O (dioxane water). Product: C(C)(C)(C)OC(NCC1=CC=C(C=C1)C1=CN=C2N1C=CC(=C2)C=2C=NC(=CC2)F)=O ({4-[7-(6-Fluoro-pyridin-3-yl)-imidazo[1,2-a]pyridin-3-yl]-benzyl}-carbamic acid tert-butyl ester). The yield is 23.4%. RXN SMILES: [C:1]([O:5][C:6](=[O:25])[NH:7][CH2:8][C:9]1[CH:14]=[CH:13][C:12]([C:15]2[N:19]3[CH:20]=[CH:21][C:22](Cl)=[CH:23][C:18]3=[N:17][CH:16]=2)=[CH:11][CH:10]=1)([CH3:4])([CH3:3])[CH3:2].[F:26][C:27]1[CH:32]=[CH:31][C:30](B(O)O)=[CH:29][N:28]=1.[O-]P([O-])([O-])=O.[K+].[K+].[K+].COC1C=CC=C(OC)C=1C1C=CC=CC=1P(C1CCCCC1)C1CCCCC1>O1CCOCC1.O.CC([O-])=O.CC([O-])=O.[Pd+2]>[C:1]([O:5][C:6](=[O:25])[NH:7][CH2:8][C:9]1[CH:14]=[CH:13][C:12]([C:15]2[N:19]3[CH:20]=[CH:21][C:22]([C:30]4[CH:29]=[N:28][C:27]([F:26])=[CH:32][CH:31]=4)=[CH:23][C:18]3=[N:17][CH:16]=2)=[CH:11][CH:10]=1)([CH3:4])([CH3:3])[CH3:2] |f:2.3.4.5,7.8,9.10.11|. Procedure: Suspend [4-(7-chloro-imidazo[1,2-a]pyridin-3-yl)-benzyl]-carbamic acid tert-butyl ester (1.90 g, 5.30 mmol, 1.0 eq.) in dioxane/water (2:1, 36 mL). Add 2-fluoro-5-pyridine boronic acid (0.75 g, 5.30 mmol, 1.0 eq.), K3PO4 (2.25 g, 10.6 mmol, 2.0 eq.), and S-phos (0.272 g, 0.66 mmol, 0.125 eq.). Deoxygenate the mixture and fill with nitrogen. Add Pd(OAc)2 (0.059 g, 0.265 mmol, 0.05 eq.). Deoxygenate the reaction mixture and fill with nitrogen. Stir the reaction at 80° C. under nitrogen for 16 hour... Product: ClC1=C(C=C(C(=C1)F)N)CN1OCC(C1=O)(C)C (2-[(2-chloro-4-fluoro-5-aminophenyl)methyl]-4,4-dimethyl-3-isoxazolidinone). Starting materials: ClC1=C(C=C(C(=C1)F)[N+](=O)[O-])CN1OCC(C1=O)(C)C (2-[(2-chloro-4-fluoro-5-nitrophenyl)methyl]-4,4-dimethyl-3-isoxazolidinone). The reagents and catalysts are [Pt]=O (platinum oxide). Reported procedure: By the method of Example 3, Step C, 16.0 g (0.052 mole) of 2-[(2-chloro-4-fluoro-5-nitrophenyl)methyl]-4,4-dimethyl-3-isoxazolidinone was hydrogenated in the presence of 0.2 g of platinum oxide in 250 ml of ethanol, yielding 2-[(2-chloro-4-fluoro-5-aminophenyl)methyl]-4,4-dimethyl-3-isoxazolidinone. The solvent is C(C)O (ethanol). RXN SMILES: [Cl:1][C:2]1[CH:7]=[C:6]([F:8])[C:5]([N+:9]([O-])=O)=[CH:4][C:3]=1[CH2:12][N:13]1[C:17](=[O:18])[C:16]([CH3:20])([CH3:19])[CH2:15][O:14]1>C(O)C.[Pt]=O>[Cl:1][C:2]1[CH:7]=[C:6]([F:8])[C:5]([NH2:9])=[CH:4][C:3]=1[CH2:12][N:13]1[C:17](=[O:18])[C:16]([CH3:20])([CH3:19])[CH2:15][O:14]1. Starting materials: CCOC(=O)CC(=O)CC(=O)OCC (diethyl acetone dicarboxylate), ClCC(C)=O (chloroacetone), CN (methylamine), O (water). The solvent is C(Cl)Cl (methylene chloride). Run at temperature 90 celsius. Yields the product CN1C(=C(C(=C1)C)C(=O)OCC)CC(=O)OCC (ethyl 1,4-dimethyl-3-ethoxycarbonylpyrrole-2-acetate). The yield is 23.0%. RXN SMILES: [CH3:1][NH2:2].[CH3:3][CH2:4][O:5][C:6]([CH2:8][C:9]([CH2:11][C:12]([O:14][CH2:15][CH3:16])=[O:13])=O)=[O:7].Cl[CH2:18][C:19](=O)[CH3:20].O>C(Cl)Cl>[CH3:1][N:2]1[CH:18]=[C:19]([CH3:20])[C:8]([C:6]([O:5][CH2:4][CH3:3])=[O:7])=[C:9]1[CH2:11][C:12]([O:14][CH2:15][CH3:16])=[O:13]. Procedure details: In a comparative example anhydrous gaseous methylamine was bubbled through a mixture of diethyl acetone dicarboxylate and chloroacetone in methylene chloride for about five minutes while the temperature rose from 25 to about 40° C. After reaction for one-half hour, water was added and the reaction mixture was heated to 90° C. for about one-half hour. Extraction with chloroform gave a dark oil containing 23 percent yield of desired ethyl 1,4-dimethyl-3-ethoxycarbonylpyrrole-2-acetate. Starting materials: C(C)(C)(C)OC(NC1=C(C=C(C(=C1)N1CCOCC1)C#N)NC(CC(C1=CC(=CC=C1)N1N=NC=C1COC1OCCCC1)=O)=O)=O ((RS)-[4-cyano-5-morpholin-4-yl-2-(3-oxo-3-{3-[5-(tetrahydro-pyran-2-yloxymethyl)-[1,2,3]triazol-1-yl]-phenyl}-propionylamino)-phenyl]-carbamic acid tert-butyl ester), C(=O)(C(F)(F)F)O (TFA). Solvent: C(Cl)Cl (CH2Cl2). Product: OCC1=CN=NN1C=1C=C(C=CC1)C=1CC(NC2=C(N1)C=C(C(=C2)C#N)N2CCOCC2)=O (2-[3-(5-Hydroxymethyl-[1,2,3]triazol-1-yl)-phenyl]-8-morpholin-4-yl-4-oxo-4,5-dihydro-3H-benzo[b][1,4]diazepine-7-carbonitrile), solid. Yield: 61.0%. RXN SMILES: C(OC(=O)[NH:7][C:8]1[CH:13]=[C:12]([N:14]2[CH2:19][CH2:18][O:17][CH2:16][CH2:15]2)[C:11]([C:20]#[N:21])=[CH:10][C:9]=1[NH:22][C:23](=[O:46])[CH2:24][C:25](=O)[C:26]1[CH:31]=[CH:30][CH:29]=[C:28]([N:32]2[C:36]([CH2:37][O:38]C3CCCCO3)=[CH:35][N:34]=[N:33]2)[CH:27]=1)(C)(C)C.C(O)(C(F)(F)F)=O>C(Cl)Cl>[OH:38][CH2:37][C:36]1[N:32]([C:28]2[CH:27]=[C:26]([C:25]3[CH2:24][C:23](=[O:46])[NH:22][C:9]4[CH:10]=[C:11]([C:20]#[N:21])[C:12]([N:14]5[CH2:19][CH2:18][O:17][CH2:16][CH2:15]5)=[CH:13][C:8]=4[N:7]=3)[CH:31]=[CH:30][CH:29]=2)[N:33]=[N:34][CH:35]=1. Reported procedure: The title compound was prepared from (RS)-[4-cyano-5-morpholin-4-yl-2-(3-oxo-3-{3-[5-(tetrahydro-pyran-2-yloxymethyl)-[1,2,3]triazol-1-yl]-phenyl}-propionylamino)-phenyl]-carbamic acid tert-butyl ester (Example M41) (0.36 g, 0.56 mmol) by treatment with TFA in CH2Cl2 according to the general procedure N. Obtained as a yellow solid (152 mg, 61%). Starting materials: CCC(C)(C)C(=O)O[C@H]1C[C@H](C=C2[C@H]1[C@H]([C@H](C=C2)C)CC[C@@H]3C[C@H](CC(=O)O3)O)C (simvastatin), CC[C@H](C)C(=O)O[C@H]1C[C@@H](C=C2[C@H]1[C@H]([C@H](C=C2)C)CC[C@H](C[C@H](CC(=O)O)O)O)O (pravastatin), CC(C)N1C=2C=CC=CC2C(=C1/C=C/[C@H](C[C@H](CC(=O)[O-])O)O)C=3C=CC(=CC3)F.[Na+] (Lescol). Yields the product CC[C@H](C)C(=O)O[C@H]1C[C@H](C=C2[C@H]1[C@H]([C@H](C=C2)C)CC[C@@H]3C[C@H](CC(=O)O3)O)C (lovastatin). As a reaction SMILES: [CH3:1][CH2:2][C:3]([C:6]([O:8][C@@H:9]1[C@@H:14]2[C@@H:15]([CH2:20][CH2:21][C@H:22]3[O:28][C:26](=[O:27])[CH2:25][C@H:24]([OH:29])[CH2:23]3)[C@@H:16]([CH3:19])[CH:17]=[CH:18][C:13]2=[CH:12][C@H:11]([CH3:30])[CH2:10]1)=[O:7])(C)[CH3:4].CC[C@@H](C(O[C@@H]1[C@@H]2[C@@H](CC[C@@H](O)C[C@@H](O)CC(O)=O)[C@@H](C)C=CC2=C[C@@H](O)C1)=O)C.CC(N1C(/C=C/[C@@H](O)C[C@@H](O)CC([O-])=O)=C(C2C=CC(F)=CC=2)C2C=CC=CC1=2)C.[Na+]>>[CH3:1][CH2:2][C@@H:3]([C:6]([O:8][C@@H:9]1[C@@H:14]2[C@@H:15]([CH2:20][CH2:21][C@H:22]3[O:28][C:26](=[O:27])[CH2:25][C@H:24]([OH:29])[CH2:23]3)[C@@H:16]([CH3:19])[CH:17]=[CH:18][C:13]2=[CH:12][C@H:11]([CH3:30])[CH2:10]1)=[O:7])[CH3:4] |f:2.3|. Procedure details: simvastatin (Zocor); pravastatin (Pravachol); fluvasatin (Lescol).